Dataset: the Open Reaction Database (ORD), a public repository of structured organic reaction records. Task: describe an organic reaction: reactants, conditions, products, and yield Starting materials: BrC=1C(=NC=C(C(=O)O)C1)Cl (5-bromo-6-chloro-nicotinic acid), FC(S(=O)(=O)C1=CC=C(N)C=C1)(F)F (4-trifluoromethanesulfonyl-aniline). Yields the product BrC=1C(=NC=C(C(=O)NC2=CC=C(C=C2)S(=O)(=O)C(F)(F)F)C1)Cl (5-Bromo-6-chloro-N-(4-((trifluoromethyl)sulfonyl)phenyl)nicotinamide). RXN SMILES: [Br:1][C:2]1[C:3]([Cl:11])=[N:4][CH:5]=[C:6]([CH:10]=1)[C:7]([OH:9])=O.[F:12][C:13]([F:25])([F:24])[S:14]([C:17]1[CH:23]=[CH:22][C:20]([NH2:21])=[CH:19][CH:18]=1)(=[O:16])=[O:15]>>[Br:1][C:2]1[C:3]([Cl:11])=[N:4][CH:5]=[C:6]([CH:10]=1)[C:7]([NH:21][C:20]1[CH:22]=[CH:23][C:17]([S:14]([C:13]([F:25])([F:12])[F:24])(=[O:16])=[O:15])=[CH:18][CH:19]=1)=[O:9]. Reported procedure: The title compound was prepared in an analogous fashion to that described in Stage 169.2 using 5-bromo-6-chloro-nicotinic acid and 4-trifluoromethanesulfonyl-aniline to afford a solid. UPLC-MS (Condition 3) tR=1.23 min, m/z=−441 [M+H]+. Reactants: CCCc1c(O)cccc1O, CC(C)(CC(=O)O)c1ccccc1, O=S(=O)(O)C(F)(F)F. Product: CCCc1c(O)ccc(C(=O)CC(C)(C)c2ccccc2)c1O. Reaction SMILES: [CH2:14]([CH2:15][CH3:16])[c:17]1[c:18]([OH:19])[cH:20][cH:21][cH:22][c:23]1[OH:24].[CH3:1][C:2]([CH2:3][C:4](=[O:5])[OH:6])([CH3:7])[c:8]1[cH:9][cH:10][cH:11][cH:12][cH:13]1.[OH:25][S:26]([C:27]([F:28])([F:29])[F:30])(=[O:31])=[O:32]>>[CH3:1][C:2]([CH2:3][C:4](=[O:6])[c:22]1[cH:21][cH:20][c:18]([OH:19])[c:17]([CH2:14][CH2:15][CH3:16])[c:23]1[OH:24])([CH3:7])[c:8]1[cH:9][cH:10][cH:11][cH:12][cH:13]1. Starting materials: CCO, COc1ccc(C=CCCCCCn2ccnc2)cc1, Cl, [H][H]. Yields the product COc1ccc(CCCCCCCn2ccnc2)cc1. Reaction SMILES: [CH3:24][CH2:25][OH:26].[CH3:4][O:5][c:6]1[cH:7][cH:8][c:9]([CH:12]=[CH:13][CH2:14][CH2:15][CH2:16][CH2:17][CH2:18][n:19]2[cH:20][n:21][cH:22][cH:23]2)[cH:10][cH:11]1.[ClH:3].[H:1][H:2]>>[CH3:4][O:5][c:6]1[cH:7][cH:8][c:9]([CH2:12][CH2:13][CH2:14][CH2:15][CH2:16][CH2:17][CH2:18][n:19]2[cH:20][n:21][cH:22][cH:23]2)[cH:10][cH:11]1. Starting materials: N#CCBr, O=C([O-])[O-], C1CCOC1, Cl, Cl, O=C(NN1CCNCC1)c1cnc(-c2ccccc2)nc1, [Na+], [Na+]. Product: N#CCN1CCN(NC(=O)c2cnc(-c3ccccc3)nc2)CC1. RXN SMILES: [Br:24][CH2:25][C:26]#[N:27].[C:28](=[O:29])([O-:30])[O-:31].[CH2:34]1[O:35][CH2:36][CH2:37][CH2:38]1.[ClH:1].[ClH:2].[N:3]1([NH:9][C:10](=[O:11])[c:12]2[cH:13][n:14][c:15](-[c:18]3[cH:19][cH:20][cH:21][cH:22][cH:23]3)[n:16][cH:17]2)[CH2:4][CH2:5][NH:6][CH2:7][CH2:8]1.[Na+:32].[Na+:33]>>[N:3]1([NH:9][C:10](=[O:11])[c:12]2[cH:13][n:14][c:15](-[c:18]3[cH:19][cH:20][cH:21][cH:22][cH:23]3)[n:16][cH:17]2)[CH2:4][CH2:5][N:6]([CH2:25][C:26]#[N:27])[CH2:7][CH2:8]1. The reactants are C(C)OCCSC1=CC(=C(C(=C1)C)Br)C (2-[(4-Bromo-3,5-dimethylphenyl)thio]ethyl ethyl ether), C(=O)C=1C=C(C=CC1)B(O)O ((3-formylphenyl)boronic acid). The reagents and catalysts are C=1C=CC(=CC1)[P](C=2C=CC=CC2)(C=3C=CC=CC3)[Pd]([P](C=4C=CC=CC4)(C=5C=CC=CC5)C=6C=CC=CC6)([P](C=7C=CC=CC7)(C=8C=CC=CC8)C=9C=CC=CC9)[P](C=1C=CC=CC1)(C=1C=CC=CC1)C=1C=CC=CC1 (tetrakis(triphenylphosphine)palladium(0)). The solvent is C([O-])([O-])=O.[Na+].[Na+] (sodium carbonate), C(C)O (ethanol), C1(=CC=CC=C1)C (toluene), [Cl-].[Na+].O (brine). Reaction conditions: temperature 80 celsius, time 16 hour. Yields the product C(C)OCCSC1=CC(=C(C(=C1)C)C1=CC(=CC=C1)C=O)C (4′-[(2-ethoxyethyl)thio]-2′,6′-dimethylbiphenyl-3-carbaldehyde). The yield is 38.2%. As a reaction SMILES: [CH2:1]([O:3][CH2:4][CH2:5][S:6][C:7]1[CH:12]=[C:11]([CH3:13])[C:10](Br)=[C:9]([CH3:15])[CH:8]=1)[CH3:2].[CH:16]([C:18]1[CH:19]=[C:20](B(O)O)[CH:21]=[CH:22][CH:23]=1)=[O:17]>C(=O)([O-])[O-].[Na+].[Na+].C(O)C.C1(C)C=CC=CC=1.[Cl-].[Na+].O.C1C=CC([P]([Pd]([P](C2C=CC=CC=2)(C2C=CC=CC=2)C2C=CC=CC=2)([P](C2C=CC=CC=2)(C2C=CC=CC=2)C2C=CC=CC=2)[P](C2C=CC=CC=2)(C2C=CC=CC=2)C2C=CC=CC=2)(C2C=CC=CC=2)C2C=CC=CC=2)=CC=1>[CH2:1]([O:3][CH2:4][CH2:5][S:6][C:7]1[CH:12]=[C:11]([CH3:13])[C:10]([C:22]2[CH:21]=[CH:20][CH:19]=[C:18]([CH:16]=[O:17])[CH:23]=2)=[C:9]([CH3:15])[CH:8]=1)[CH3:2] |f:2.3.4,7.8.9,^1:49,51,70,89|. Reported procedure: 2-[(4-Bromo-3,5-dimethylphenyl)thio]ethyl ethyl ether (2.41 g, 8.33 mmol) and (3-formylphenyl)boronic acid (1.37 g, 9.16 mmol) were dissolved in a mixture of 2 M aqueous sodium carbonate solution (24 mL), ethanol (8 mL) and toluene (24 mL), the air was substituted with argon gas, and tetrakis(triphenylphosphine)palladium(0) (0.48 g, 0.42 mmol) was added. The reaction mixture was stirred under an argon atmosphere at 80° C. for 16 hr. After cooling the reaction mixture, saturated brine was added a... The reactants are [K+].[Br-] (KBr), N1=CC=CC=2NC(CCC(C21)=O)=O (5H-Pyrido[3,2-b]azepine-6,9(7H,8H)-dione), C(C)(=O)[O-].[Na+] (sodium acetate), Cl.FC1=CC=C(C=C1)NN ((4-fluorophenyl)hydrazine hydrochloride), C(C)(=O)[O-].[Na+] (sodium acetate), C15H13FN4O. The solvent is C(C)(=O)O (acetic acid). Run at temperature 70 celsius, time 1 hour. Yields the product FC1=CC=C(C=C1)NN=C1C2=C(NC(CC1)=O)C=CC=N2 (7,8-Dihydro-5H-pyrido[3,2-b]azepine-6,9-dione 9-[(4-fluorophenyl)hydrazone]). RXN SMILES: [N:1]1[C:11]2[C:10](=O)[CH2:9][CH2:8][C:7](=[O:13])[NH:6][C:5]=2[CH:4]=[CH:3][CH:2]=1.Cl.[F:15][C:16]1[CH:21]=[CH:20][C:19]([NH:22][NH2:23])=[CH:18][CH:17]=1.C([O-])(=O)C.[Na+].[K+].[Br-]>C(O)(=O)C>[F:15][C:16]1[CH:21]=[CH:20][C:19]([NH:22][N:23]=[C:10]2[CH2:9][CH2:8][C:7](=[O:13])[NH:6][C:5]3[CH:4]=[CH:3][CH:2]=[N:1][C:11]2=3)=[CH:18][CH:17]=1 |f:1.2,3.4,5.6|. Procedure details: 183 mg (1.04 mmol) 5H-Pyrido[3,2-b]azepine-6,9(7H,8H)-dione and 186 mg (1.14 mmol) (4-fluorophenyl)hydrazine hydrochloride, and 90 mg (1.1 mmol) sodium acetate were suspended in glacial acetic acid (11 ml) and stirred for 1 hour at 70° C. After cooling to room temperature, the mixture was poured into a 5% aqueous sodium acetate solution. The mixture was extracted with 4×20 ml ethyl acetate. The combined organic layers were dried over sodium sulfate, and evaporated to dryness. Recrystallization f...